This data is from the Open Reaction Database (ORD), a public repository of structured organic reaction records. The task is: describe an organic reaction: reactants, conditions, products, and yield Reactants: N (ammonia), ClC1=C2C(C(=O)OC(N2)=O)=C(C=C1)C (3-chloro-6-methylisatoic anhydride). Solvent: O (water), CN(C)C=O (DMF), O (water). Conditions: temperature 22 celsius, time 10 hour. Yields the product NC1=C(C(=O)N)C(=CC=C1Cl)C (2-Amino-3-chloro-6-methylbenzamide). RXN SMILES: [NH3:1].[Cl:2][C:3]1[CH:14]=[CH:13][C:12]([CH3:15])=[C:5]2[C:6](OC(=O)[NH:10][C:4]=12)=[O:7]>O.CN(C=O)C>[NH2:10][C:4]1[C:3]([Cl:2])=[CH:14][CH:13]=[C:12]([CH3:15])[C:5]=1[C:6]([NH2:1])=[O:7]. Reported procedure: Using two dropping funnels, a solution of 59 ml (0.78 mol) of a 25% strength solution of ammonia in 207 ml of water and a mixture of 135.2 g (0.64 mol) of 3-chloro-6-methylisatoic anhydride in 705 ml of DMF were added simultaneously over a period of 30 min with stirring at 85-90° C. to 150 ml of water, resulting in a strong evolution of gas. The mixture was stirred at 90° C. for 2 h and at 22° C. for 10 h. The reaction solution was concentrated under reduced pressure and the residue was triturat... Starting materials: FC1=C(C=CC(=C1)F)[C@@]1(O[C@H]1C)CN1N=CN=C1 ((2R,3S)-2-(2,4-Difluorophenyl)-3-methyl-2-(1H-1,2,4-triazol-1-ylmethyl)oxirane), CC=1C=CC(=NC1C)C=1CNCCC1 (5,6-dimethyl-1′,2′,5′,6′-tetrahydro-2,3′-bipyridine), O.O.O.Cl(=O)(=O)(=O)[O-].[Li+] (lithium perchlorate trihydrate). Run in C(C)#N (acetonitrile). Product: FC1=C(C=CC(=C1)F)[C@@](CN1N=CN=C1)([C@@H](C)N1CC(=CCC1)C1=NC(=C(C=C1)C)C)O ((2R,3R)-2-(2,4-difluorophenyl)-3-(5,6-dimethyl-5′,6′-dihydro-2,3′-bipyridin-1′(2′H)-yl)-1-(1,2,4-triazol-1-yl)butan-2-ol). Yield: 35.7%. RXN SMILES: [F:1][C:2]1[CH:7]=[C:6]([F:8])[CH:5]=[CH:4][C:3]=1[C@@:9]1([CH2:13][N:14]2[CH:18]=[N:17][CH:16]=[N:15]2)[C@H:11]([CH3:12])[O:10]1.[CH3:19][C:20]1[CH:21]=[CH:22][C:23]([C:27]2[CH2:28][NH:29][CH2:30][CH2:31][CH:32]=2)=[N:24][C:25]=1[CH3:26].O.O.O.Cl([O-])(=O)(=O)=O.[Li+]>C(#N)C>[F:1][C:2]1[CH:7]=[C:6]([F:8])[CH:5]=[CH:4][C:3]=1[C@:9]([OH:10])([C@H:11]([N:29]1[CH2:30][CH2:31][CH:32]=[C:27]([C:23]2[CH:22]=[CH:21][C:20]([CH3:19])=[C:25]([CH3:26])[N:24]=2)[CH2:28]1)[CH3:12])[CH2:13][N:14]1[CH:18]=[N:17][CH:16]=[N:15]1 |f:2.3.4.5.6|. Reported procedure: (2R,3S)-2-(2,4-Difluorophenyl)-3-methyl-2-(1H-1,2,4-triazol-1-ylmethyl)oxirane (0.76 g, 3.0 mmol) and 5,6-dimethyl-1′,2′,5′,6′-tetrahydro-2,3′-bipyridine (3.96 g, 21.0 mmol) were dissolved in acetonitrile (50 ml), and lithium perchlorate trihydrate (1.50 g, 9.3 mmol) was added thereto and refluxed for 40 hours. The solvent was evaporated under a reduced pressure, and the thus obtained residue was dissolved in ethyl acetate and washed with water. The solvent was again evaporated under a reduced p... Procedure: For example, U.S. Pat. No. 4,217,285 (hereinafter '285 patent) discloses the synthesis of DL-α-tocopherol in toluene or n-hexane solvent with ZnCl2 and silica-alumina (or silica-gel) in the presence of acid, especially HCl, asserting that tocopherol can be obtained with a purity of 95 to 96% at a production yield of 99% or higher. Also, U.S. Pat. Nos. 4,634,781 and 4,639,533, both assigned to BASF, disclose processes producing for DL-α-tocopherol in which isophytol is reacted with amines such as... Run in C1(=CC=CC=C1)C (toluene), CCCCCC (n-hexane). Starting materials: tocopherol, CC1=C(C(=C2CCC(OC2=C1C)(C)CCCC(C)CCCC(C)CCCC(C)C)C)O (DL-α-tocopherol), Cl (HCl). The reagents and catalysts are [Cl-].[Cl-].[Zn+2] (ZnCl2). Reaction SMILES: [CH3:1][C:2]1[C:11]([CH3:12])=[C:10]2[C:5]([CH2:6][CH2:7][C:8]([CH2:14][CH2:15][CH2:16][CH:17]([CH2:19][CH2:20][CH2:21][CH:22]([CH2:24][CH2:25][CH2:26][CH:27]([CH3:29])[CH3:28])[CH3:23])[CH3:18])([CH3:13])[O:9]2)=[C:4]([CH3:30])[C:3]=1[OH:31].Cl>C1(C)C=CC=CC=1.CCCCCC.[Cl-].[Cl-].[Zn+2]>[CH3:1][C:2]1[C:11]([CH3:12])=[C:10]2[C:5]([CH2:6][CH2:7][C:8]([CH2:14][CH2:15][CH2:16][CH:17]([CH2:19][CH2:20][CH2:21][CH:22]([CH2:24][CH2:25][CH2:26][CH:27]([CH3:29])[CH3:28])[CH3:23])[CH3:18])([CH3:13])[O:9]2)=[C:4]([CH3:30])[C:3]=1[OH:31].[CH3:29][CH:27]([CH2:26][CH2:25][CH2:24][CH:22]([CH2:21][CH2:20][CH2:19][CH:17]([CH2:16][CH2:15][CH2:14][C:8]([OH:9])([CH:7]=[CH2:6])[CH3:13])[CH3:18])[CH3:23])[CH3:28] |f:4.5.6|. The product is CC1=C(C(=C2CCC(OC2=C1C)(C)CCCC(C)CCCC(C)CCCC(C)C)C)O (DL-α-tocopherol), CC(C)CCCC(C)CCCC(C)CCCC(C)(C=C)O (isophytol).